This data is from the Open Reaction Database (ORD), a public repository of structured organic reaction records. The task is: describe an organic reaction: reactants, conditions, products, and yield Starting materials: C(C)N1CCNCC1 (1-ethylpiperazine), ClC1=CC=C(C=N1)C(=O)OC (methyl 6-chloropyridine-3-carboxylate). Solvent: O (water). Product: C(C)N1CCN(CC1)C1=CC=C(C=N1)C(=O)OC (Methyl 6-(4-ethyl-1-piperazinyl)pyridine-3-carboxylate). The yield is 94.7%. RXN SMILES: [CH2:1]([N:3]1[CH2:8][CH2:7][NH:6][CH2:5][CH2:4]1)[CH3:2].Cl[C:10]1[N:15]=[CH:14][C:13]([C:16]([O:18][CH3:19])=[O:17])=[CH:12][CH:11]=1>O>[CH2:1]([N:3]1[CH2:8][CH2:7][N:6]([C:10]2[N:15]=[CH:14][C:13]([C:16]([O:18][CH3:19])=[O:17])=[CH:12][CH:11]=2)[CH2:5][CH2:4]1)[CH3:2]. Reported procedure: To 100 g of 1-ethylpiperazine warmed to 80° C. was added at 80-100° C. with stirring 50 g of methyl 6-chloropyridine-3-carboxylate. To the reaction solution was added 0.5 1 of water and the mixture was stirred. The crystal thus precipitated out was recovered by filtration, dried under reduced pressure to afford 68.8 g of the title compound as a crystal. Reactants: 15, N1(C=NC=C1)C(C)C1=CC=C(C=C1)N (4-[1-(1H-imidazol-1-yl)ethyl]-benzenamine), C(=O)[O-].[Na+] (sodium formate), C(C)(=O)OC(C)=O (acetic acid anhydride). Run in C(=O)O (formic acid), C(=O)O (formic acid). Conditions: temperature 100 celsius, time 1 hour. The product is 13.8, N1(C=NC=C1)C(C)C1=CC=C(C=C1)NC=O (N-[4-[1-(1H-imidazol-1-yl)ethyl]phenyl]-formamide). Isolated yield 80.0%. As a reaction SMILES: [N:1]1([CH:6]([C:8]2[CH:13]=[CH:12][C:11]([NH2:14])=[CH:10][CH:9]=2)[CH3:7])[CH:5]=[CH:4][N:3]=[CH:2]1.[CH:15]([O-])=[O:16].[Na+].C(OC(=O)C)(=O)C>C(O)=O>[N:1]1([CH:6]([C:8]2[CH:13]=[CH:12][C:11]([NH:14][CH:15]=[O:16])=[CH:10][CH:9]=2)[CH3:7])[CH:5]=[CH:4][N:3]=[CH:2]1 |f:1.2|. Procedure: (a-4) To a stirred solution of 15 parts of 4-[1-(1H-imidazol-1-yl)ethyl]-benzenamine and 2.7 parts of sodium formate in 60 parts of formic acid is added dropwise a solution of 9 parts of acetic acid anhydride in 24 parts of formic acid at 50° C. The reaction mixture was stirred for 1 hour at 100° C. and the solvent was evaporated. The residue was dissolved in a small amount of ice water and the solution was treated with ammonium hydroxide while cooling. The product was extracted twice with dichl... Starting materials: COC1=CC2=C(C(CNCC2)C2=CC=CC=C2)C=C1OC (7,8-dimethoxy-1-phenyl-2,3,4,5-tetrahydro-1H-3 -benzazepine), C=O (formaldehyde). Solvent: C(=O)O (formic acid). The product is COC1=CC2=C(C(CN(CC2)C)C2=CC=CC=C2)C=C1OC (7,8-dimethoxy-3-methyl-1-phenyl-2,3,4,5-tetrahydro-1H-3-benzazepine). As a reaction SMILES: [CH3:1][O:2][C:3]1[C:19]([O:20][CH3:21])=[CH:18][C:6]2[CH:7]([C:12]3[CH:17]=[CH:16][CH:15]=[CH:14][CH:13]=3)[CH2:8][NH:9][CH2:10][CH2:11][C:5]=2[CH:4]=1.[CH2:22]=O>C(O)=O>[CH3:1][O:2][C:3]1[C:19]([O:20][CH3:21])=[CH:18][C:6]2[CH:7]([C:12]3[CH:17]=[CH:16][CH:15]=[CH:14][CH:13]=3)[CH2:8][N:9]([CH3:22])[CH2:10][CH2:11][C:5]=2[CH:4]=1. Procedure: A solution of 3.58 g. (0.0126 mol) of 7,8-dimethoxy-1-phenyl-2,3,4,5-tetrahydro-1H-3 -benzazepine in 15 ml. of formic acid and 10 ml. of formaldehyde is refluxed for 18 hours. The reaction mixture is evaporated to dryness, 20 ml. of 6N hydrochloric acid is added and the solution is again evaporated to dryness to give a liquid. The latter is treated with 20 ml. of 10% sodium hydroxide solution and the mixture is extracted with ether. The dried extract is evaporated to give the liquid 7,8-dimethox... The reactants are CC(C)(C)C#C/C=C/CN(C)CC=1C=CC=C2C1C=CC=C2.Cl (terbinafine hydrochloride). Solvent: C([O-])([O-])=O (carbonate). Conditions: time 2 hour. The product is CC(C)(C)C#C/C=C/CN(C)CC=1C=CC=C2C1C=CC=C2 (Terbinafine). As a reaction SMILES: [CH3:1][C:2]([C:5]#[C:6]/[CH:7]=[CH:8]/[CH2:9][N:10]([CH2:12][C:13]1[CH:14]=[CH:15][CH:16]=[C:17]2[CH:22]=[CH:21][CH:20]=[CH:19][C:18]=12)[CH3:11])([CH3:4])[CH3:3].Cl>C(=O)([O-])[O-]>[CH3:4][C:2]([C:5]#[C:6]/[CH:7]=[CH:8]/[CH2:9][N:10]([CH2:12][C:13]1[CH:14]=[CH:15][CH:16]=[C:17]2[CH:22]=[CH:21][CH:20]=[CH:19][C:18]=12)[CH3:11])([CH3:1])[CH3:3] |f:0.1|. Procedure: Microtiter plates are coated with 5 μg/ml terbinafine hydrochloride—protein (BSA) conjugate in carbonate buffer overnight at 4°, then saturated with blocking reagent [SuperBloc® buffer (Pierce)] and washed 3× with 0.05% (v/v) PBS-TWEEN® (polyoxyethylene 20 sorbitan monoleate). The hybridoma supernatants to be screened are diluted in a 1% (w/v) solution of BSA in PBS-TWEEN® (polyoxyethylene 20 sorbitan monoleate), and incubated for 2 hours at 37°. Level of bound antibody is measured by anti-mouse... Reported procedure: A stirred mixture of indazole-3-carboxylic acid (5.00 g, 0.0309 mole), methanesulfonic acid (1 ml), and methanol (100 ml) was heated at reflux temperature for 5 hours and then concentrated to a volume of 30 ml and treated with excess saturated aqueous sodium bicarbonate solution. Water was added to give a volume of 200 ml and the suspended solid was collected by filtration. The wet solid was dissolved in methylene chloride (200 ml), and the solution separated from a small amount of water and som... As a reaction SMILES: [NH:1]1[C:9]2[C:4](=[CH:5][CH:6]=[CH:7][CH:8]=2)[C:3]([C:10]([OH:12])=[O:11])=[N:2]1.[CH3:13]S(O)(=O)=O>CO>[CH3:13][O:11][C:10]([C:3]1[C:4]2[C:9](=[CH:8][CH:7]=[CH:6][CH:5]=2)[NH:1][N:2]=1)=[O:12]. Solvent: CO (methanol). Isolated yield 60.0%. The product is COC(=O)C1=NNC2=CC=CC=C12 (indazole-3-carboxylic acid methyl ester). Reactants: N1N=C(C2=CC=CC=C12)C(=O)O (indazole-3-carboxylic acid), CS(=O)(=O)O (methanesulfonic acid). The reactants are CC1(C)C(=O)N(Br)C(=O)N1Br, O=C(OOC(=O)c1ccccc1)c1ccccc1, CCC(=O)Nc1ccc(C)cc1C(=O)OC, ClC(Cl)Cl, ClC(Cl)(Cl)Cl. The product is CCC(=O)Nc1ccc(CBr)cc1C(=O)OC. As a reaction SMILES: [Br:17][N:18]1[C:19]([CH3:20])([CH3:21])[C:22](=[O:23])[N:24]([Br:25])[C:26]1=[O:27].[C:28]([O:29][O:30][C:31](=[O:32])[c:33]1[cH:34][cH:35][cH:36][cH:37][cH:38]1)(=[O:39])[c:40]1[cH:41][cH:42][cH:43][cH:44][cH:45]1.[CH3:1][O:2][C:3]([c:4]1[c:5]([NH:11][C:12]([CH2:13][CH3:14])=[O:15])[cH:6][cH:7][c:8]([CH3:10])[cH:9]1)=[O:16].[Cl:46][CH:47]([Cl:48])[Cl:49].[Cl:50][C:51]([Cl:52])([Cl:53])[Cl:54]>>[CH3:1][O:2][C:3]([c:4]1[c:5]([NH:11][C:12]([CH2:13][CH3:14])=[O:15])[cH:6][cH:7][c:8]([CH2:10][Br:17])[cH:9]1)=[O:16]. The reactants are C(C)(C)(C)OC(=O)N(C(C(=O)O)CC1=CC(=C(C=C1)Cl)Cl)C (2-(tert-Butoxycarbonyl-methyl-amino)-3-(3,4-dichloro-phenyl)-propionic acid). Solvent: CO (MeOH). The product is C(C)(C)(C)OC(=O)N(C(C(=O)O)=CC1=CC(=C(C=C1)Cl)Cl)C (2-(tert-Butoxycarbonyl-methyl-amino)-3-(3,4-dichloro-phenyl)acrylic acid). As a reaction SMILES: [C:1]([O:5][C:6]([N:8]([CH3:22])[CH:9]([CH2:13][C:14]1[CH:19]=[CH:18][C:17]([Cl:20])=[C:16]([Cl:21])[CH:15]=1)[C:10]([OH:12])=[O:11])=[O:7])([CH3:4])([CH3:3])[CH3:2]>CO>[C:1]([O:5][C:6]([N:8]([CH3:22])[C:9](=[CH:13][C:14]1[CH:19]=[CH:18][C:17]([Cl:20])=[C:16]([Cl:21])[CH:15]=1)[C:10]([OH:12])=[O:11])=[O:7])([CH3:3])([CH3:4])[CH3:2]. Procedure: 2-(tert-Butoxycarbonyl-methyl-amino)-3-(3,4-dichloro-phenyl)-propionic acid, conversion 96%, ee 95% (HPLC, Chirobiotic R, 250 mm×4.6 mm, MeOH/0.1% TEA acetate pH 4.75 (40:60), 0.5 ml/min, ambient temperature, detection UV 230 nm, retention times 16.79 minutes and 21.53 minutes).